This data is from the Open Reaction Database (ORD), a public repository of structured organic reaction records. The task is: describe an organic reaction: reactants, conditions, products, and yield Yields the product N(N)C1=NC2=CC=CC=C2C(=C1)C(C)C (2-Hydrazinyl-4-isopropylquinoline). Procedure: A solution of 2-chloro-4-isopropylquinoline (1.80 g, 8.8 mmol) in NH2NH2 was reacted as outlined in Scheme 1 above to give the desired title compound. Spectroscopic data: 1H NMR (300 MHz, CDCl3) δ ppm 1.41 (d, J=6.74 Hz, 6 H) 3.51-3.76 (m, 1 H) 7.20-7.35 (m, 1 H) 7.44-7.60 (m, 2 H) 7.61-7.79 (m, 1 H) 7.84-8.06 (m, 1 H). RXN SMILES: Cl[C:2]1[CH:11]=[C:10]([CH:12]([CH3:14])[CH3:13])[C:9]2[C:4](=[CH:5][CH:6]=[CH:7][CH:8]=2)[N:3]=1.[NH2:15][NH2:16]>>[NH:15]([C:2]1[CH:11]=[C:10]([CH:12]([CH3:14])[CH3:13])[C:9]2[C:4](=[CH:5][CH:6]=[CH:7][CH:8]=2)[N:3]=1)[NH2:16]. Reactants: ClC1=NC2=CC=CC=C2C(=C1)C(C)C (2-chloro-4-isopropylquinoline), NN (NH2NH2). The reactants are FC1=C(C=C(C=C1)C=1C=C(C(NN1)=O)C(=O)OC)C (6-(4-fluoro-3-methylphenyl)-4-methoxycarbonyl-2H-pyridazin-3-one), CS(=O)(=O)OCCCC1=C(C=CC=C1Cl)Cl (3-(2, 6-dichlorophenyl)-1-propanol methanesulfonate). Yields the product C(=O)(O)C=1C(N(N=C(C1)C1=CC(=C(C=C1)F)C)CCCC1=C(C=CC=C1Cl)Cl)=O (4-carboxy-2-[3-(2,6-dichlorophenyl)propyl]-6-(4-fluoro-3-methylphenyl)-2H-pyridazin-3-one). The yield is 89.8%. As a reaction SMILES: [F:1][C:2]1[CH:7]=[CH:6][C:5]([C:8]2[CH:9]=[C:10]([C:15]([O:17]C)=[O:16])[C:11](=[O:14])[NH:12][N:13]=2)=[CH:4][C:3]=1[CH3:19].CS(O[CH2:25][CH2:26][CH2:27][C:28]1[C:33]([Cl:34])=[CH:32][CH:31]=[CH:30][C:29]=1[Cl:35])(=O)=O>>[C:15]([C:10]1[C:11](=[O:14])[N:12]([CH2:25][CH2:26][CH2:27][C:28]2[C:29]([Cl:35])=[CH:30][CH:31]=[CH:32][C:33]=2[Cl:34])[N:13]=[C:8]([C:5]2[CH:6]=[CH:7][C:2]([F:1])=[C:3]([CH3:19])[CH:4]=2)[CH:9]=1)([OH:17])=[O:16]. Procedure details: Following the procedure of Example 1(6), 6-(4-fluoro-3-methylphenyl)-4-methoxycarbonyl-2H-pyridazin-3-one and 3-(2, 6-dichlorophenyl)-1-propanol methanesulfonate were reacted. Without purification, the reaction product was reacted further following the procedure of Example 1(7) to yield the title compound as a pale yellow solid (yield: 89.8%). Reactants: [H-].[Na+] (sodium hydride), SC1=NC(=NN1)CC1=C(C=CC=C1)[N+](=O)[O-] (5-mercapto-3-(o-nitrobenzyl)-1,2,4-triazole), CI (methyl iodide). Run in O1CCCC1 (tetrahydrofuran). Run at time 30 minute. Product: CSC1=NC(=NN1)CC1=C(C=CC=C1)[N+](=O)[O-] (5-methylmercapto-3-(o-nitrobenzyl)-1,2,4-triazole). RXN SMILES: [H-].[Na+].[SH:3][C:4]1[NH:8][N:7]=[C:6]([CH2:9][C:10]2[CH:15]=[CH:14][CH:13]=[CH:12][C:11]=2[N+:16]([O-:18])=[O:17])[N:5]=1.[CH3:19]I>O1CCCC1>[CH3:19][S:3][C:4]1[NH:8][N:7]=[C:6]([CH2:9][C:10]2[CH:15]=[CH:14][CH:13]=[CH:12][C:11]=2[N+:16]([O-:18])=[O:17])[N:5]=1 |f:0.1|. Reported procedure: To a suspension of 0.61 g of sodium hydride in 50 ml of tetrahydrofuran, 5 g of 5-mercapto-3-(o-nitrobenzyl)-1,2,4-triazole is added in portions with stirring at room temperature over a period of 30 minutes. The mixture is stirred for 2 hours, 1.51 ml of methyl iodide is added at once, the mixture is stirred overnight at room temperature and evaporated to dryness in vacuo. The residue is treated with water and methylene chloride, the aqueous layer is extracted once more with methylene chloride, ... The reactants are CCCC(=O)c1cnc2c(OCCCSC)cccc2c1Cl, Cc1ccccc1N, Cc1ccccc1. The product is CCCC(=O)c1cnc2c(OCCCSC)cccc2c1Nc1ccccc1C. As a reaction SMILES: [C:1]([CH2:2][CH2:3][CH3:4])(=[O:5])[c:6]1[cH:7][n:8][c:9]2[c:10]([O:17][CH2:18][CH2:19][CH2:20][S:21][CH3:22])[cH:11][cH:12][cH:13][c:14]2[c:15]1[Cl:16].[CH3:23][c:24]1[c:25]([NH2:26])[cH:27][cH:28][cH:29][cH:30]1.[CH3:31][c:32]1[cH:33][cH:34][cH:35][cH:36][cH:37]1>>[C:1]([CH2:2][CH2:3][CH3:4])(=[O:5])[c:6]1[cH:7][n:8][c:9]2[c:10]([O:17][CH2:18][CH2:19][CH2:20][S:21][CH3:22])[cH:11][cH:12][cH:13][c:14]2[c:15]1[NH:26][c:25]1[c:24]([CH3:23])[cH:30][cH:29][cH:28][cH:27]1. Starting materials: O=C([O-])[O-], COS(=O)(=O)OC, CN(C)C=O, CC(C)(C)OC(=O)N1CCCC1COc1cc(O)cc2ncn(COC(=O)C(C)(C)C)c(=O)c12, [K+], [K+]. The product is COc1cc(OCC2CCCN2C(=O)OC(C)(C)C)c2c(=O)n(COC(=O)C(C)(C)C)cnc2c1. As a reaction SMILES: [C:1](=[O:2])([O-:3])[O-:4].[CH3:41][O:42][S:43]([O:44][CH3:45])(=[O:46])=[O:47].[CH3:48][N:49]([CH3:50])[CH:51]=[O:52].[CH3:7][C:8]([C:9](=[O:10])[O:11][CH2:12][n:13]1[cH:14][n:15][c:16]2[cH:17][c:18]([OH:38])[cH:19][c:20]([O:24][CH2:25][CH:26]3[N:27]([C:31](=[O:32])[O:33][C:34]([CH3:35])([CH3:36])[CH3:37])[CH2:28][CH2:29][CH2:30]3)[c:21]2[c:22]1=[O:23])([CH3:39])[CH3:40].[K+:5].[K+:6]>>[CH3:1][O:38][c:18]1[cH:17][c:16]2[n:15][cH:14][n:13]([CH2:12][O:11][C:9]([C:8]([CH3:7])([CH3:39])[CH3:40])=[O:10])[c:22](=[O:23])[c:21]2[c:20]([O:24][CH2:25][CH:26]2[N:27]([C:31](=[O:32])[O:33][C:34]([CH3:35])([CH3:36])[CH3:37])[CH2:28][CH2:29][CH2:30]2)[cH:19]1.